From a dataset of the Open Reaction Database (ORD), a public repository of structured organic reaction records. describe an organic reaction: reactants, conditions, products, and yield Reactants: O=C(O)Cc1cc(F)cc(F)c1, CC(N)C(=O)C1(N)N=C(c2ccccc2F)c2ccccc2N(C)C1=O. Yields the product CC(NC(=O)Cc1cc(F)cc(F)c1)C(=O)C1(N)N=C(c2ccccc2F)c2ccccc2N(C)C1=O. Reaction SMILES: [F:1][c:2]1[cH:3][c:4]([CH2:9][C:10](=[O:11])[OH:12])[cH:5][c:6]([F:8])[cH:7]1.[NH2:13][CH:14]([CH3:15])[C:16](=[O:17])[C:18]1([NH2:38])[C:19](=[O:37])[N:20]([CH3:36])[c:21]2[c:22]([cH:32][cH:33][cH:34][cH:35]2)[C:23]([c:25]2[c:26]([F:31])[cH:27][cH:28][cH:29][cH:30]2)=[N:24]1>>[F:1][c:2]1[cH:3][c:4]([CH2:9][C:10](=[O:12])[NH:13][CH:14]([CH3:15])[C:16](=[O:17])[C:18]2([NH2:38])[C:19](=[O:37])[N:20]([CH3:36])[c:21]3[c:22]([cH:32][cH:33][cH:34][cH:35]3)[C:23]([c:25]3[c:26]([F:31])[cH:27][cH:28][cH:29][cH:30]3)=[N:24]2)[cH:5][c:6]([F:8])[cH:7]1.